From a dataset of the Open Reaction Database (ORD), a public repository of structured organic reaction records. describe an organic reaction: reactants, conditions, products, and yield RXN SMILES: [CH3:1][N:2]1[CH:15]([CH3:16])[CH2:14][C:5]2[NH:6][C:7]3[CH:8]=[CH:9][C:10]([CH3:13])=[CH:11][C:12]=3[C:4]=2[CH2:3]1.[H-].[Na+].[CH3:19][C:20]1([C:23]2[CH:24]=[N:25][CH:26]=[CH:27][CH:28]=2)[CH2:22][O:21]1>CN(C=O)C>[N:25]1[CH:26]=[CH:27][CH:28]=[C:23]([C:20]([OH:21])([CH3:22])[CH2:19][N:6]2[C:7]3[CH:8]=[CH:9][C:10]([CH3:13])=[CH:11][C:12]=3[C:4]3[CH2:3][N:2]([CH3:1])[CH:15]([CH3:16])[CH2:14][C:5]2=3)[CH:24]=1 |f:1.2|. Procedure details: 2,3,8-Trimethyl-2,3,4,5-tetrahydro-1H-pyrido[4,3-b]indole (214 mg, 1 mmol) was dissolved in DMF (3 mL) and NaH (80 mg, 3.33 mmol) was added portionwise at 0° C. The reaction mixture was stirred at 0° C. for 15 min. The solution of 3-(2-methyloxiran-2-yl)pyridine (270 mg, 2 mmol) in DMF (2 mL) was added dropwise at 0° C. and the reaction mixture was stirred at 0° C. for 10 min and at RT for 16 h. Completion of reaction was monitored by LCMS. The reaction mixture was poured onto crushed ice slowly... Run at temperature 0 celsius, time 15 minute. Yields the product N1=CC(=CC=C1)C(CN1C2=C(C=3C=C(C=CC13)C)CN(C(C2)C)C)(C)O (2-(pyridin-3-yl)-1-(2,3,8-trimethyl-3,4-dihydro-1H-pyrido[4,3-b]indol-5(2H)-yl)propan-2-ol). Starting materials: [H-].[Na+] (NaH), CN1CC2=C(NC=3C=CC(=CC23)C)CC1C (2,3,8-Trimethyl-2,3,4,5-tetrahydro-1H-pyrido[4,3-b]indole), CC1(OC1)C=1C=NC=CC1 (3-(2-methyloxiran-2-yl)pyridine). Isolated yield 6.6%. Run in CN(C)C=O (DMF), CN(C)C=O (DMF). The reactants are C(C)(=O)C1=C(C(=C(OCCCCBr)C=C1)CCC)O (4-(4-acetyl-3-hydroxy-2-propylphenoxy)butyl bromide), [C-]#N.[Na+] (sodium cyanide). Run in CN(C=O)C (dimethylformamide). Yields the product C(C)(=O)C1=C(C(=C(OCCCC#N)C=C1)CCC)O (4-(4acetyl-3-hydroxy-2-propylphenoxy)butane nitrile). RXN SMILES: [C:1]([C:4]1[CH:15]=[CH:14][C:7]([O:8][CH2:9][CH2:10][CH2:11][CH2:12]Br)=[C:6]([CH2:16][CH2:17][CH3:18])[C:5]=1[OH:19])(=[O:3])[CH3:2].[C-]#[N:21].[Na+]>CN(C)C=O>[C:1]([C:4]1[CH:15]=[CH:14][C:7]([O:8][CH2:9][CH2:10][CH2:11][C:12]#[N:21])=[C:6]([CH2:16][CH2:17][CH3:18])[C:5]=1[OH:19])(=[O:3])[CH3:2] |f:1.2|. Procedure details: A solution of 30.0 g. (91.1 mmoles) of 4-(4-acetyl-3-hydroxy-2-propylphenoxy)butyl bromide and 4.91 g. (100.2 mmoles) of sodium cyanide in 225 ml. of dimethylformamide was heated to 75°-85° C. for about 17 hours. The reaction mixture was cooled to room temperature, filtered, and evaporated in vacuo at 75° C. Cold 0.1N hydrochloric acid was added to the residue, and the residue was extracted into ethyl acetate. The ethyl acetate layer was twice washed with 0.1N hydrochloric acid, dried over sodiu... Starting materials: CCC1(CO)COC(=O)N1, CC(C)=CC(=O)Cl, ClC(Cl)Cl, [Cl-], [Na+]. The product is CCC1(COC(=O)C=C(C)C)COC(=O)N1. As a reaction SMILES: [CH2:1]([CH3:2])[C:3]1([CH2:9][OH:10])[NH:4][C:5](=[O:8])[O:6][CH2:7]1.[CH3:11][C:12](=[CH:13][C:14](=[O:15])[Cl:16])[CH3:17].[CH:20]([Cl:21])([Cl:22])[Cl:23].[Cl-:18].[Na+:19]>>[CH2:1]([CH3:2])[C:3]1([CH2:9][O:10][C:14]([CH:13]=[C:12]([CH3:11])[CH3:17])=[O:15])[NH:4][C:5](=[O:8])[O:6][CH2:7]1. Starting materials: CC#N, C[Si](C)(C)Cl, CN(C)CCc1sc2ccccc2c1C(C)(O)c1cncs1, ClCCl, [I-], [Na+]. Yields the product CC(c1cncs1)c1c(CCN(C)C)sc2ccccc12. As a reaction SMILES: [CH3:30][C:31]#[N:32].[CH3:3][Si:4]([Cl:5])([CH3:6])[CH3:7].[CH3:8][N:9]([CH2:10][CH2:11][c:12]1[c:13]([C:21]([CH3:22])([OH:23])[c:24]2[cH:25][n:26][cH:27][s:28]2)[c:14]2[c:15]([s:16]1)[cH:17][cH:18][cH:19][cH:20]2)[CH3:29].[Cl:33][CH2:34][Cl:35].[I-:1].[Na+:2]>>[CH3:8][N:9]([CH2:10][CH2:11][c:12]1[c:13]([CH:21]([CH3:22])[c:24]2[cH:25][n:26][cH:27][s:28]2)[c:14]2[c:15]([s:16]1)[cH:17][cH:18][cH:19][cH:20]2)[CH3:29]. Reactants: Br.NCC(=O)OCC1=CC=C(C=C1)[N+](=O)[O-] (p-Nitrobenzyl glycinate hydrobromide), CCOC(=O)C (EtOAc), C(=O)([O-])[O-].[K+].[K+] (K2CO3). The solvent is O (H2O). Product: NCC(=O)OCC1=CC=C(C=C1)[N+](=O)[O-] (p-nitrobenzyl glycinate). As a reaction SMILES: Br.[NH2:2][CH2:3][C:4]([O:6][CH2:7][C:8]1[CH:13]=[CH:12][C:11]([N+:14]([O-:16])=[O:15])=[CH:10][CH:9]=1)=[O:5].CCOC(C)=O.C([O-])([O-])=O.[K+].[K+]>O>[NH2:2][CH2:3][C:4]([O:6][CH2:7][C:8]1[CH:13]=[CH:12][C:11]([N+:14]([O-:16])=[O:15])=[CH:10][CH:9]=1)=[O:5] |f:0.1,3.4.5|. Reported procedure: p-Nitrobenzyl glycinate hydrobromide (2.91 g., 10mMol) is suspended in H2O (5 ml.) and layered with EtOAc (15 ml.) The mixture is cooled in ice and stirred while ice-cold, saturated aqueous K2CO3 (2.5 ml.) is added. The layers are separated and the aqueous portion is extracted with more EtOAc (3 × 5 ml.). The combined EtOAc solution is washed with H2O and brine, dried with Na2SO4, filtered, and evaporated in vacuo to an off-white solid (1.81 g.). Recrystallization from Et2O yields p-nitrobenzyl ...